From a dataset of the Open Reaction Database (ORD), a public repository of structured organic reaction records. describe an organic reaction: reactants, conditions, products, and yield Reactants: CC1=C2C=CC=NC2=C(C=C1[N+](=O)[O-])C (5,8-dimethyl-6nitroquinoline), C(C)(=O)O (acetic acid), C([O-])([O-])=O.[K+].[K+] (potassium carbonate), C(C)(=O)O (acetic acid). Solvent: C(C)O (ethanol). Reaction SMILES: [CH3:1][C:2]1[C:11]([N+:12]([O-])=O)=[CH:10][C:9]([CH3:15])=[C:8]2[C:3]=1[CH:4]=[CH:5][CH:6]=[N:7]2.C(O)(=O)C.C(=O)([O-])[O-].[K+].[K+]>C(O)C.[Fe]>[CH3:1][C:2]1[C:11]([NH2:12])=[CH:10][C:9]([CH3:15])=[C:8]2[C:3]=1[CH:4]=[CH:5][CH:6]=[N:7]2 |f:2.3.4|. Product: CC1=C2C=CC=NC2=C(C=C1N)C (5,8-dimethyl-6-aminoquinoline). Reagents/catalysts: [Fe] (iron), [Fe] (Fe). Reported procedure: To a solution of 5,8-dimethyl-6nitroquinoline (1.41 g) in ethanol (17.4 mL) under argon is added iron (Fe) (1.21 g) and glacial acetic acid (2.56 g). The mixture is refluxed for two hours. More Fe (1.23 g) and glacial acetic acid (2.49 g) are added to the reaction, which is allowed to reflux for an additional hour. The reaction is poured into a beaker of ice and adjusted to pH 10 by careful addition of a saturated solution of potassium carbonate. The product is extracted with methylene chloride ...